Dataset: the Open Reaction Database (ORD), a public repository of structured organic reaction records. Task: describe an organic reaction: reactants, conditions, products, and yield Reactants: C1(CCCCC1)C(N)C1CCCCC1 (α-cyclohexylcyclohexanemethanamine), C([O-])([O-])=O.[Na+].[Na+] (sodium carbonate), BrCC(=O)OC (methyl bromoacetate). Solvent: CO (methanol). Reaction conditions: time 72 hour. The product is CN(CC(=O)O)C(C1CCCCC1)C1CCCCC1 (methyl N-[(dicyclohexyl)methyl]glycine). Reaction SMILES: [CH:1]1([CH:7]([CH:9]2[CH2:14][CH2:13][CH2:12][CH2:11][CH2:10]2)[NH2:8])[CH2:6][CH2:5][CH2:4][CH2:3][CH2:2]1.[C:15](=O)([O-])[O-].[Na+].[Na+].Br[CH2:22][C:23]([O:25]C)=[O:24]>CO>[CH3:15][N:8]([CH:7]([CH:1]1[CH2:2][CH2:3][CH2:4][CH2:5][CH2:6]1)[CH:9]1[CH2:10][CH2:11][CH2:12][CH2:13][CH2:14]1)[CH2:22][C:23]([OH:25])=[O:24] |f:1.2.3|. Reported procedure: 111 Parts of α-cyclohexylcyclohexanemethanamine and 60 parts of sodium carbonate were dispersed in 320 parts of methanol. 54 Parts of methyl bromoacetate were added dropwise to this dispersion. The mixture was stirred at room temperature for 72 hours. The precicitate was separated and the solution was concentrated to dryness, yielding methyl N-[(dicyclohexyl)methyl]glycine quantitatively (int. 1). RXN SMILES: [CH3:1][C:2]1([CH3:14])[S:6][C@@H:5]2[C@H:7]([NH2:10])[C:8](=[O:9])[N:4]2[C@H:3]1[C:11]([OH:13])=[O:12].C[O:16][C:17]([C@H:19]([NH2:26])[C:20]1[CH:25]=[CH:24][CH:23]=[CH:22][CH:21]=1)=O.Cl>>[CH3:1][C:2]1([CH3:14])[S:6][C@@H:5]2[C@H:7]([NH:10][C:17]([C@H:19]([NH2:26])[C:20]3[CH:21]=[CH:22][CH:23]=[CH:24][CH:25]=3)=[O:16])[C:8](=[O:9])[N:4]2[C@H:3]1[C:11]([OH:13])=[O:12] |f:1.2|. The reactants are CC1([C@@H](N2[C@H](S1)[C@@H](C2=O)N)C(=O)O)C (6-aminopenicillanic acid), COC(=O)[C@@H](C1=CC=CC=C1)N.Cl (D-α-phenylglycine methyl ester hydrochloride). The product is CC1([C@@H](N2[C@H](S1)[C@@H](C2=O)NC(=O)[C@@H](C=3C=CC=CC3)N)C(=O)O)C (Ampicillin). Reported procedure: Under the condition similar to that of Example 15, 6-aminopenicillanic acid is reacted with D-α-phenylglycine methyl ester hydrochloride using the mycelium obtained in the procedure of Example 15 to produce 0.08 g of Ampicillin when determined by microbiological assay. Starting materials: C(#C)C=1C=NN2C1N=C(C=C2C(F)(F)F)C2=CC=C(C=C2)C(F)(F)F (3-ethynyl-7-trifluoromethyl-5-(4-trifluoromethyl-phenyl)-pyrazolo[1,5-a]pyrimidine), ClC=1SC(=CN1)S(=O)(=O)N (2-Chloro-thiazole-5-sulfonic acid amide). Product: FC(C1=CC(=NC=2N1N=CC2C#CC=2SC(=CN2)S(=O)(=O)N)C2=CC=C(C=C2)C(F)(F)F)(F)F (2-[7-Trifluoromethyl-5-(4-trifluoromethyl-phenyl)-pyrazolo[1,5-a]pyrimidin-3-ylethynyl]-thiazole-5-sulfonic acid amide), solid. Yield: 23.0%. RXN SMILES: [C:1]([C:3]1[CH:4]=[N:5][N:6]2[C:11]([C:12]([F:15])([F:14])[F:13])=[CH:10][C:9]([C:16]3[CH:21]=[CH:20][C:19]([C:22]([F:25])([F:24])[F:23])=[CH:18][CH:17]=3)=[N:8][C:7]=12)#[CH:2].Cl[C:27]1[S:28][C:29]([S:32]([NH2:35])(=[O:34])=[O:33])=[CH:30][N:31]=1>>[F:15][C:12]([F:14])([F:13])[C:11]1[N:6]2[N:5]=[CH:4][C:3]([C:1]#[C:2][C:27]3[S:28][C:29]([S:32]([NH2:35])(=[O:34])=[O:33])=[CH:30][N:31]=3)=[C:7]2[N:8]=[C:9]([C:16]2[CH:21]=[CH:20][C:19]([C:22]([F:25])([F:24])[F:23])=[CH:18][CH:17]=2)[CH:10]=1. Procedure: The title compound was prepared from 3-ethynyl-7-trifluoromethyl-5-(4-trifluoromethyl-phenyl)-pyrazolo[1,5-a]pyrimidine (example C.1) (300 mg, 1.0 mmol) and 2-Chloro-thiazole-5-sulfonic acid amide (example B.13) (179 mg, 1.0 mmol) according to general procedure II. Obtained as a yellow solid (120 mg, 23%). MS (ISP) 518.1 [(M+H)+]; mp 235° C. Starting materials: C1CCOC1, CCOC(=O)N=NC(=O)OCC, O=C(NCCCO)OCc1ccccc1, COC(=O)c1cccc(O)c1, c1ccc(P(c2ccccc2)c2ccccc2)cc1. Yields the product COC(=O)c1cccc(OCCCNC(=O)OCc2ccccc2)c1. As a reaction SMILES: [CH2:58]1[O:59][CH2:60][CH2:61][CH2:62]1.[O:46]=[C:47]([O:48][CH2:49][CH3:50])[N:51]=[N:52][C:53]([O:54][CH2:55][CH3:56])=[O:57].[OH:12][CH2:13][CH2:14][CH2:15][NH:16][C:17]([O:18][CH2:19][c:20]1[cH:21][cH:22][cH:23][cH:24][cH:25]1)=[O:26].[OH:1][c:2]1[cH:3][c:4]([C:5](=[O:6])[O:7][CH3:8])[cH:9][cH:10][cH:11]1.[c:27]1([P:28]([c:29]2[cH:30][cH:31][cH:32][cH:33][cH:34]2)[c:35]2[cH:36][cH:37][cH:38][cH:39][cH:40]2)[cH:41][cH:42][cH:43][cH:44][cH:45]1>>[O:1]([c:2]1[cH:3][c:4]([C:5](=[O:6])[O:7][CH3:8])[cH:9][cH:10][cH:11]1)[CH2:13][CH2:14][CH2:15][NH:16][C:17]([O:18][CH2:19][c:20]1[cH:21][cH:22][cH:23][cH:24][cH:25]1)=[O:26]. Starting materials: [Cl-], O=C(O)c1sc2ccccc2c1Cl, Cl, Cl[Cu], [Na+], [Na+], [OH-], O, O=S([O-])O. Yields the product [Na+], O=C(O)c1sc2ccccc2c1S(=O)(=O)[O-]. Reaction SMILES: [Cl-:1].[Cl:2][c:3]1[c:4]2[c:5]([s:6][c:7]1[C:8](=[O:9])[OH:10])[cH:11][cH:12][cH:13][cH:14]2.[ClH:22].[Cu:23][Cl:24].[Na+:16].[Na+:21].[OH-:15].[OH2:25].[S:17](=[O:18])([OH:19])[O-:20]>>[Na+:16].[c:3]1([S:17](=[O:18])(=[O:19])[O-:20])[c:4]2[c:5]([s:6][c:7]1[C:8](=[O:9])[OH:10])[cH:11][cH:12][cH:13][cH:14]2. The product is CC1(COC(=O)OCc2ccccc2)COC(=O)OC1. Reactants: CC1(COC(=O)Oc2c(F)c(F)c(F)c(F)c2F)COC(=O)OC1, C1CCOC1, OCc1ccccc1, c1ccncc1. As a reaction SMILES: [C:9]([O:10][CH2:11][C:12]1([CH3:19])[CH2:13][O:14][C:15](=[O:18])[O:16][CH2:17]1)([O:20][c:22]1[c:23]([F:24])[c:25]([F:26])[c:27]([F:28])[c:29]([F:30])[c:31]1[F:32])=[O:21].[CH2:39]1[O:40][CH2:41][CH2:42][CH2:43]1.[OH:1][CH2:2][c:3]1[cH:4][cH:5][cH:6][cH:7][cH:8]1.[cH:33]1[cH:34][cH:35][n:36][cH:37][cH:38]1>>[O:1]([CH2:2][c:3]1[cH:4][cH:5][cH:6][cH:7][cH:8]1)[C:9]([O:10][CH2:11][C:12]1([CH3:19])[CH2:13][O:14][C:15](=[O:18])[O:16][CH2:17]1)=[O:20].